From a dataset of the Open Reaction Database (ORD), a public repository of structured organic reaction records. describe an organic reaction: reactants, conditions, products, and yield The solvent is ClCCl (dichloromethane). Product: C(CCCCCC)N(CCC=1N=C(SC1)SC(C(=O)O)(C)C)C(=O)C1=NC2=CC=CC=C2N=C1 (2-[(4-{2-[heptyl(quinoxalin-2-ylcarbonyl)amino]ethyl}-1,3-thiazol-2-yl)thio]-2-methylpropionic acid). Reactants: C(C)(C)(C)OC(C(C)(C)SC=1SC=C(N1)CCNCCCCCCC)=O (2-({4-[2-(heptylamino)ethyl]-1,3-thiazol-2-yl}thio)-2-methylpropionic acid tert-butyl ester), FC(C(=O)O)(F)F (trifluoroacetic acid), N1=C(C=NC2=CC=CC=C12)C(=O)O (quinoxaline-2-carboxylic acid). As a reaction SMILES: C([O:5][C:6](=[O:26])[C:7]([S:10][C:11]1[S:12][CH:13]=[C:14]([CH2:16][CH2:17][NH:18][CH2:19][CH2:20][CH2:21][CH2:22][CH2:23][CH2:24][CH3:25])[N:15]=1)([CH3:9])[CH3:8])(C)(C)C.[N:27]1[C:36]2[C:31](=[CH:32][CH:33]=[CH:34][CH:35]=2)[N:30]=[CH:29][C:28]=1[C:37](O)=[O:38].FC(F)(F)C(O)=O>ClCCl>[CH2:19]([N:18]([C:37]([C:28]1[CH:29]=[N:30][C:31]2[C:36](=[CH:35][CH:34]=[CH:33][CH:32]=2)[N:27]=1)=[O:38])[CH2:17][CH2:16][C:14]1[N:15]=[C:11]([S:10][C:7]([CH3:8])([CH3:9])[C:6]([OH:5])=[O:26])[S:12][CH:13]=1)[CH2:20][CH2:21][CH2:22][CH2:23][CH2:24][CH3:25]. Reaction conditions: time 12 hour. Procedure details: A compound obtained using 2-({4-[2-(heptylamino)ethyl]-1,3-thiazol-2-yl}thio)-2-methylpropionic acid tert-butyl ester synthesized in Example 303-2 and quinoxaline-2-carboxylic acid as starting materials and by an operation similar to that of Example 312-1 was treated with dichloromethane and trifluoroacetic acid, and the mixture was stirred at room temperature for 12 hr. The reaction solution was concentrated under reduced pressure, and the residue was purified by silica gel chromatography (elut... Reactants: Br, COc1ccc(-c2csc(N)n2)cc1, Cl, Cc1ccc(S(=O)(=O)Cl)cc1, c1ccncc1. Yields the product COc1ccc(-c2csc(NS(=O)(=O)c3ccc(C)cc3)n2)cc1. As a reaction SMILES: [BrH:1].[CH3:2][O:3][c:4]1[cH:5][cH:6][c:7](-[c:10]2[n:11][c:12]([NH2:15])[s:13][cH:14]2)[cH:8][cH:9]1.[ClH:27].[c:16]1([CH3:26])[cH:17][cH:18][c:19]([S:22](=[O:23])(=[O:24])[Cl:25])[cH:20][cH:21]1.[cH:28]1[cH:29][cH:30][n:31][cH:32][cH:33]1>>[CH3:2][O:3][c:4]1[cH:5][cH:6][c:7](-[c:10]2[n:11][c:12]([NH:15][S:22]([c:19]3[cH:18][cH:17][c:16]([CH3:26])[cH:21][cH:20]3)(=[O:23])=[O:24])[s:13][cH:14]2)[cH:8][cH:9]1. Starting materials: [N+](=O)([O-])C1=CC=C(C=C1)CC(=O)O (2-(4-nitrophenyl)acetic acid), S(=O)(Cl)Cl (thionyl chloride), CCOC(=O)C.CCCCCCC (EtOAc heptane). Run in CO (methanol). Reaction conditions: temperature 0 celsius, time 30 minute. The product is COC(CC1=CC=C(C=C1)[N+](=O)[O-])=O ((4-nitro-phenyl)-acetic acid methyl ester). Yield: 100.0%. RXN SMILES: [N+:1]([C:4]1[CH:9]=[CH:8][C:7]([CH2:10][C:11]([OH:13])=[O:12])=[CH:6][CH:5]=1)([O-:3])=[O:2].S(Cl)(Cl)=O.[CH3:18]COC(C)=O.CCCCCCC>CO>[CH3:18][O:12][C:11](=[O:13])[CH2:10][C:7]1[CH:6]=[CH:5][C:4]([N+:1]([O-:3])=[O:2])=[CH:9][CH:8]=1 |f:2.3|. Procedure: To a mixture of 2-(4-nitrophenyl)acetic acid (1 g, 5.52 mmol) dissolved in methanol (100 mL) cooled to 0° C., was added thionyl chloride (1.31 mL, 11 mmol) dropwise slowly. The mixture was stirred at 0° C. for 30 min then 25° C. for 1 h. TLC Rf=0.5 PDT (50% EtOAc/heptane; Rf=0.2 for SM). The mixture was concentrated under reduced pressure to afford (4-nitro-phenyl)-acetic acid methyl ester (1.1 g, 100%). 1H NMR (CDCl3) δ 8.2 (d, 1H), 7.5 (d, 1H), 3.79 (s, 2H), 3.78 (s, 3H). Reactants: C(C)(=O)N1C(C(C2=CC=C(C=C12)C(=O)OC)=C(C1=CC=CC=C1)OCC)=O (1-acetyl-3-(1-ethoxy-1-phenylmethylene)-6-methoxycarbonyl-2-indolinone), CN(CCN(C(C1=C(C=CC=C1)OC)=O)C1=CC=C(N)C=C1)C (4-(N-(2-dimethylamino-ethyl)-N-(2-methoxy-benzoyl)-amino)-aniline). Product: CN(CCN(C(C1=C(C=CC=C1)OC)=O)C1=CC=C(N\C(\C2=CC=CC=C2)=C\2/C(NC3=CC(=CC=C23)C(=O)OC)=O)C=C1)C (3-Z-[1-(4-(N-(2-dimethylamino-ethyl)-N-(2-methoxy-benzoyl)-amino)-anilino)-1-phenyl-methylene]-6-methoxycarbonyl-2-indolinone). Reaction SMILES: C([N:4]1[C:12]2[C:7](=[CH:8][CH:9]=[C:10]([C:13]([O:15][CH3:16])=[O:14])[CH:11]=2)[C:6](=[C:17](OCC)[C:18]2[CH:23]=[CH:22][CH:21]=[CH:20][CH:19]=2)[C:5]1=[O:27])(=O)C.[CH3:28][N:29]([CH3:50])[CH2:30][CH2:31][N:32]([C:43]1[CH:49]=[CH:48][C:46]([NH2:47])=[CH:45][CH:44]=1)[C:33](=[O:42])[C:34]1[CH:39]=[CH:38][CH:37]=[CH:36][C:35]=1[O:40][CH3:41]>>[CH3:50][N:29]([CH3:28])[CH2:30][CH2:31][N:32]([C:43]1[CH:44]=[CH:45][C:46]([NH:47]/[C:17](=[C:6]2\[C:5](=[O:27])[NH:4][C:12]3[C:7]\2=[CH:8][CH:9]=[C:10]([C:13]([O:15][CH3:16])=[O:14])[CH:11]=3)/[C:18]2[CH:23]=[CH:22][CH:21]=[CH:20][CH:19]=2)=[CH:48][CH:49]=1)[C:33](=[O:42])[C:34]1[CH:39]=[CH:38][CH:37]=[CH:36][C:35]=1[O:40][CH3:41]. Procedure: Prepared from 1-acetyl-3-(1-ethoxy-1-phenylmethylene)-6-methoxycarbonyl-2-indolinone and 4-(N-(2-dimethylamino-ethyl)-N-(2-methoxy-benzoyl)-amino)-aniline Rf value: 0.5 (silica gel, methylene chloride/methanol=9:1) C35H34N4O5 The reactants are O=c1[nH]c(=O)n(CCCCl)cc1-c1cccs1, Fc1cc(C(F)(F)F)ccc1C12CNCC1C2, CN(C)C=O, O. The product is Cl, O=c1[nH]c(=O)n(CCCN2CC3CC3(c3ccc(C(F)(F)F)cc3F)C2)cc1-c1cccs1. Reaction SMILES: [Cl:18][CH2:19][CH2:20][CH2:21][n:22]1[c:23](=[O:34])[nH:24][c:25](=[O:33])[c:26](-[c:28]2[s:29][cH:30][cH:31][cH:32]2)[cH:27]1.[F:1][c:2]1[c:3]([C:12]23[CH2:13][NH:14][CH2:15][CH:16]2[CH2:17]3)[cH:4][cH:5][c:6]([C:8]([F:9])([F:10])[F:11])[cH:7]1.[O:36]=[CH:37][N:38]([CH3:39])[CH3:40].[OH2:35]>>[ClH:18].[F:1][c:2]1[c:3]([C:12]23[CH2:13][N:14]([CH2:19][CH2:20][CH2:21][n:22]4[c:23](=[O:34])[nH:24][c:25](=[O:33])[c:26](-[c:28]5[s:29][cH:30][cH:31][cH:32]5)[cH:27]4)[CH2:15][CH:16]2[CH2:17]3)[cH:4][cH:5][c:6]([C:8]([F:9])([F:10])[F:11])[cH:7]1. Starting materials: C(C)C1=CC=C(C=C1)C(C)=O (1-(4-ethylphenyl)ethan-1-one), Cl (HCl), BrBr (Br2). The solvent is C(C)OCC (diethyl ether), C(Cl)(Cl)Cl (chloroform). Reaction conditions: time 4 hour. The product is BrCC(=O)C1=CC=C(C=C1)CC (2-bromo-1-(4-ethylphenyl)ethan-1-one). RXN SMILES: [CH2:1]([C:3]1[CH:8]=[CH:7][C:6]([C:9](=[O:11])[CH3:10])=[CH:5][CH:4]=1)[CH3:2].Cl.[Br:13]Br>C(OCC)C.C(Cl)(Cl)Cl>[Br:13][CH2:10][C:9]([C:6]1[CH:7]=[CH:8][C:3]([CH2:1][CH3:2])=[CH:4][CH:5]=1)=[O:11]. Procedure details: 20 mmol of 1-(4-ethylphenyl)ethan-1-one, 1 ml conc. HCl were mixed in 20 ml diethyl ether at 0° C. under nitrogen. To this solution a solution of 20 mmol Br2 in 20 ml chloroform was added drop wise and left for four hours and then concentrated in vacuo to obtain 2-bromo-1-(4-ethylphenyl)ethan-1-one. Starting materials: CN (N-methyl amine), BrC=1C=C(C(=O)O)C=CC1C(C)(C)C (3-bromo-4-tert-butylbenzoic acid), ON1N=NC2=C1C=CC=C2 (1-hydroxybenzotriazole), CN(CCCN=C=NCC)C (1-(3-Dimethylaminopropyl)-3-ethylcarbodiimide). Run in CN(C=O)C (N,N-dimethylformamide). Run at time 48 hour. The product is CN1CC2=CC(=CC=C2CC1)NC(C1=CC(=C(C=C1)C(C)(C)C)Br)=O (N-(2-methyl-1,2,3,4-tetrahydroisoquinolin-7-yl)-3-bromo-4-tert-butylbenzamide). The yield is 92.9%. RXN SMILES: CN.[Br:3][C:4]1[CH:5]=[C:6]([CH:10]=[CH:11][C:12]=1[C:13]([CH3:16])([CH3:15])[CH3:14])[C:7]([OH:9])=O.O[N:18]1[C:22]2[CH:23]=[CH:24][CH:25]=[CH:26][C:21]=2N=N1.[CH3:27][N:28]([CH3:37])[CH2:29][CH2:30]CN=C=NCC>CN(C)C=O>[CH3:27][N:28]1[CH2:29][CH2:30][C:25]2[C:24](=[CH:23][C:22]([NH:18][C:7](=[O:9])[C:6]3[CH:10]=[CH:11][C:12]([C:13]([CH3:16])([CH3:15])[CH3:14])=[C:4]([Br:3])[CH:5]=3)=[CH:21][CH:26]=2)[CH2:37]1. Procedure details: A solution of the amine D5 (162 mg; 1.0 mmol) and 3-bromo-4-tert-butylbenzoic acid (257 mg; 1.0 mmol) in anhydrous N,N-dimethylformamide (7 ml), was treated with 1-hydroxybenzotriazole (135 mg; 1.0 mmol) and 1-(3-Dimethylaminopropyl)-3-ethylcarbodiimide (192 mg; 1.0 mmol) at 25° C. The mixture was shaken for 48 h before extracting the product into dichloromethane and washing with 10% aqueous NaHCO3, water and finally brine. The organic layer was dried over MgSO4 and evaporated in vacuo to afford...